Dataset: the Open Reaction Database (ORD), a public repository of structured organic reaction records. Task: describe an organic reaction: reactants, conditions, products, and yield Starting materials: CC(C)(C)OC(=O)N1CCCC1COc1cncc(Br)c1, c1ccc(COCCC2CCNCC2)cc1, CC(C)(C)[O-], Cc1ccccc1, [Na+], O=C(C=Cc1ccccc1)C=Cc1ccccc1, O=C(C=Cc1ccccc1)C=Cc1ccccc1, O=C(C=Cc1ccccc1)C=Cc1ccccc1, [Pd], [Pd], CC1(C)c2cccc(P(c3ccccc3)c3ccccc3)c2Oc2c(P(c3ccccc3)c3ccccc3)cccc21. Product: CC(C)(C)OC(=O)N1CCCC1COc1cncc(N2CCC(CCOCc3ccccc3)CC2)c1. Reaction SMILES: [Br:1][c:2]1[cH:3][n:4][cH:5][c:6]([O:8][CH2:9][CH:10]2[N:11]([C:15](=[O:16])[O:17][C:18]([CH3:19])([CH3:20])[CH3:21])[CH2:12][CH2:13][CH2:14]2)[cH:7]1.[CH2:22]([c:23]1[cH:24][cH:25][cH:26][cH:27][cH:28]1)[O:29][CH2:30][CH2:31][CH:32]1[CH2:33][CH2:34][NH:35][CH2:36][CH2:37]1.[CH3:38][C:39]([CH3:40])([O-:41])[CH3:42].[CH3:86][c:87]1[cH:88][cH:89][cH:90][cH:91][cH:92]1.[Na+:43].[O:113]=[C:114]([CH:115]=[CH:116][c:117]1[cH:118][cH:119][cH:120][cH:121][cH:122]1)[CH:123]=[CH:124][c:125]1[cH:126][cH:127][cH:128][cH:129][cH:130]1.[O:131]=[C:132]([CH:133]=[CH:134][c:135]1[cH:136][cH:137][cH:138][cH:139][cH:140]1)[CH:141]=[CH:142][c:143]1[cH:144][cH:145][cH:146][cH:147][cH:148]1.[O:95]=[C:96]([CH:97]=[CH:98][c:99]1[cH:100][cH:101][cH:102][cH:103][cH:104]1)[CH:105]=[CH:106][c:107]1[cH:108][cH:109][cH:110][cH:111][cH:112]1.[Pd:93].[Pd:94].[c:44]1([P:45]([c:46]2[cH:47][cH:48][cH:49][cH:50][cH:51]2)[c:52]2[c:53]3[c:77]([cH:78][cH:79][cH:80]2)[C:74]([CH3:75])([CH3:76])[c:56]2[c:55]([c:60]([P:61]([c:62]4[cH:63][cH:64][cH:65][cH:66][cH:67]4)[c:68]4[cH:69][cH:70][cH:71][cH:72][cH:73]4)[cH:59][cH:58][cH:57]2)[O:54]3)[cH:81][cH:82][cH:83][cH:84][cH:85]1>>[c:2]1([N:35]2[CH2:34][CH2:33][CH:32]([CH2:31][CH2:30][O:29][CH2:22][c:23]3[cH:24][cH:25][cH:26][cH:27][cH:28]3)[CH2:37][CH2:36]2)[cH:3][n:4][cH:5][c:6]([O:8][CH2:9][CH:10]2[N:11]([C:15](=[O:16])[O:17][C:18]([CH3:19])([CH3:20])[CH3:21])[CH2:12][CH2:13][CH2:14]2)[cH:7]1. Starting materials: BrC=1C=C2C(=C(C=NC2=CC1)S(=O)(=O)C)Cl (6-bromo-4-chloro-3-(methylsulfonyl)quinoline), CN(C(C)C1CCNCC1)C (N,N-dimethyl-1-(piperidin-4-yl)ethanamine). Yields the product BrC=1C=C2C(=C(C=NC2=CC1)S(=O)(=O)C)N1CCC(CC1)C(C)N(C)C (1-{1-[6-Bromo-3-(methylsulfonyl)quinolin-4-yl]piperidin-4-yl}-N,N-dimethylethanamine). The yield is 67.9%. RXN SMILES: [Br:1][C:2]1[CH:3]=[C:4]2[C:9](=[CH:10][CH:11]=1)[N:8]=[CH:7][C:6]([S:12]([CH3:15])(=[O:14])=[O:13])=[C:5]2Cl.[CH3:17][N:18]([CH3:27])[CH:19]([CH:21]1[CH2:26][CH2:25][NH:24][CH2:23][CH2:22]1)[CH3:20]>>[Br:1][C:2]1[CH:3]=[C:4]2[C:9](=[CH:10][CH:11]=1)[N:8]=[CH:7][C:6]([S:12]([CH3:15])(=[O:14])=[O:13])=[C:5]2[N:24]1[CH2:25][CH2:26][CH:21]([CH:19]([N:18]([CH3:17])[CH3:27])[CH3:20])[CH2:22][CH2:23]1. Procedure details: Following general procedure B, 6-bromo-4-chloro-3-(methylsulfonyl)quinoline (100 mg, 0.311 mmol) was reacted with N,N-dimethyl-1-(piperidin-4-yl)ethanamine (229 mg, 1.00 mmol) to afford the desired product (93 mg, 68%) as a white solid: 1H NMR (300 MHz, CDCl3) δ 9.24 (s, 1H), 8.50 (d, J=1.5 Hz, 1H), 8.11-7.93 (m, 2H), 3.67-3.55 (m, 2H), 3.44 (s, 3H), 3.34 (s, 2H), 2.75-2.62 (m, 1H), 2.46 (s, 6H), 2.07-1.96 (m, 1H), 1.90 (d, J=12.3 Hz, 2H), 1.73-1.53 (m, 2H), 1.15 (d, J=6.6 Hz, 3H).